This data is from the Open Reaction Database (ORD), a public repository of structured organic reaction records. The task is: describe an organic reaction: reactants, conditions, products, and yield The reactants are 5-dimethyl-1′H-1,4′-bipyrazol-4-amine, CN1N=CC(=C1)N1N=C(C(=C1)N)C (1′,3-dimethyl-1′H-1,4′-bipyrazol-4-amine), ClC1=NC=C(C(=N1)NC)C(F)(F)F (2-chloro-N-methyl-5-(trifluoromethyl)pyrimidin-4-amine), CC(C)(C)O (t-BuOH). Reaction conditions: temperature 100 celsius. The product is CN1N=CC(=C1)N1N=CC(=C1C)NC1=NC=C(C(=N1)NC)C(F)(F)F (N2-(1′,5-dimethyl-1′H-1,4′-bipyrazol-4-yl)-N4-methyl-5-(trifluoromethyl)pyrimidine-2,4-diamine), CN1N=CC(=C1)N1N=C(C(=C1)NC1=NC=C(C(=N1)NC)C(F)(F)F)C (N2-(1′,3-dimethyl-1′H-1,4′-bipyrazol-4-yl)-N4-methyl-5-(trifluoromethyl)pyrimidine-2,4-diamine). The yield is 26.0%. RXN SMILES: [CH3:1][N:2]1[CH:6]=[C:5]([N:7]2[CH:11]=[C:10]([NH2:12])[C:9]([CH3:13])=[N:8]2)[CH:4]=[N:3]1.Cl[C:15]1[N:20]=[C:19]([NH:21][CH3:22])[C:18]([C:23]([F:26])([F:25])[F:24])=[CH:17][N:16]=1.[CH3:27]C(O)(C)C>>[CH3:1][N:2]1[CH:6]=[C:5]([N:7]2[C:11]([CH3:27])=[C:10]([NH:12][C:15]3[N:20]=[C:19]([NH:21][CH3:22])[C:18]([C:23]([F:26])([F:25])[F:24])=[CH:17][N:16]=3)[CH:9]=[N:8]2)[CH:4]=[N:3]1.[CH3:1][N:2]1[CH:6]=[C:5]([N:7]2[CH:11]=[C:10]([NH:12][C:15]3[N:20]=[C:19]([NH:21][CH3:22])[C:18]([C:23]([F:26])([F:24])[F:25])=[CH:17][N:16]=3)[C:9]([CH3:13])=[N:8]2)[CH:4]=[N:3]1. Reported procedure: A microwave vial equipped with a magnetic stirrer was charged with the mixture of 1%5-dimethyl-1′H-1,4′-bipyrazol-4-amine and 1′,3-dimethyl-1′H-1,4′-bipyrazol-4-amine (50 mg, 0.28 mmol), 2-chloro-N-methyl-5-(trifluoromethyl)pyrimidin-4-amine (60 mg, 0.28 mmol), and t-BuOH (3 mL). The mixture was heated at 100° C. under microwave irradiation for 1 h. After removal of the volatiles, the residue was purified by prep-HPLC to afford N2-(1′,5-dimethyl-1′H-1,4′-bipyrazol-4-yl)-N4-methyl-5-(trifluoromet... Starting materials: ClCCCl, CCN(C(C)C)C(C)C, CCOC(CN)(OCC)c1cc(C)nc(CC(C)C)c1, Cc1cc(C(=O)O)cc(C)n1, Cl, Cl, Cl, CN(C)C=O, On1nnc2ccccc21. Yields the product CCOC(CNC(=O)c1cc(C)nc(C)c1)(OCC)c1cc(C)nc(CC(C)C)c1. As a reaction SMILES: [CH2:13]([Cl:14])[CH2:15][Cl:16].[CH2:27]([N:28]([CH:29]([CH3:30])[CH3:31])[CH:32]([CH3:33])[CH3:34])[CH3:35].[CH2:38]([CH3:39])[O:40][C:41]([CH2:42][NH2:43])([c:44]1[cH:45][c:46]([CH2:51][CH:52]([CH3:53])[CH3:54])[n:47][c:48]([CH3:50])[cH:49]1)[O:55][CH2:56][CH3:57].[CH3:2][c:3]1[n:4][c:5]([CH3:12])[cH:6][c:7]([C:9](=[O:10])[OH:11])[cH:8]1.[ClH:1].[ClH:36].[ClH:37].[O:58]=[CH:59][N:60]([CH3:61])[CH3:62].[OH:17][n:18]1[c:19]2[c:20]([cH:21][cH:22][cH:23][cH:24]2)[n:25][n:26]1>>[CH3:2][c:3]1[n:4][c:5]([CH3:12])[cH:6][c:7]([C:9](=[O:10])[NH:43][CH2:42][C:41]([O:40][CH2:38][CH3:39])([c:44]2[cH:45][c:46]([CH2:51][CH:52]([CH3:53])[CH3:54])[n:47][c:48]([CH3:50])[cH:49]2)[O:55][CH2:56][CH3:57])[cH:8]1. Starting materials: ClC1=CC=C2C(=C(NC2=C1)C1=CC=CC=C1)C(C(=O)O)CC(=O)C1=C(NC2=CC(=CC=C12)Cl)C1=CC=CC=C1 (2,4-bis(6-chloro-2-phenyl-3-indolyl)-4-oxobutanoic acid), ClC1=CC=C2C=C(NC2=C1)C1=CC=CC=C1 (6-chloro-2-phenylindole). Yields the product ClC1=CC=C2C(=C(NC2=C1)C1=CC=CC=C1)C=1C(OC(C1)(C1=C(NC2=CC(=CC=C12)Cl)C1=CC=CC=C1)C1=C(NC2=CC(=CC=C12)Cl)C1=CC=CC=C1)=O (3,5,5-tris(6-chloro-2-phenyl-3-indolyl)-2(5H)-furanone). RXN SMILES: [Cl:1][C:2]1[CH:10]=[C:9]2[C:5]([C:6]([CH:17]([CH2:21][C:22]([C:24]3[C:32]4[C:27](=[CH:28][C:29]([Cl:33])=[CH:30][CH:31]=4)[NH:26][C:25]=3[C:34]3[CH:39]=[CH:38][CH:37]=[CH:36][CH:35]=3)=[O:23])[C:18](O)=[O:19])=[C:7]([C:11]3[CH:16]=[CH:15][CH:14]=[CH:13][CH:12]=3)[NH:8]2)=[CH:4][CH:3]=1.[Cl:40][C:41]1[CH:49]=[C:48]2[C:44]([CH:45]=[C:46]([C:50]3[CH:55]=[CH:54][CH:53]=[CH:52][CH:51]=3)[NH:47]2)=[CH:43][CH:42]=1>>[Cl:1][C:2]1[CH:10]=[C:9]2[C:5]([C:6]([C:17]3[C:18](=[O:19])[O:23][C:22]([C:24]4[C:32]5[C:27](=[CH:28][C:29]([Cl:33])=[CH:30][CH:31]=5)[NH:26][C:25]=4[C:34]4[CH:35]=[CH:36][CH:37]=[CH:38][CH:39]=4)([C:45]4[C:44]5[C:48](=[CH:49][C:41]([Cl:40])=[CH:42][CH:43]=5)[NH:47][C:46]=4[C:50]4[CH:55]=[CH:54][CH:53]=[CH:52][CH:51]=4)[CH:21]=3)=[C:7]([C:11]3[CH:16]=[CH:15][CH:14]=[CH:13][CH:12]=3)[NH:8]2)=[CH:4][CH:3]=1. Procedure: Following a procedure similar to that described above in part A of this example except that 2,4-bis(6-chloro-2-phenyl-3-indolyl)-4-oxobutanoic acid is used in place of 2,4-bis(1-n-propyl-2-methyl-3-indolyl)-4-oxobutanoic acid and 6-chloro-2-phenylindole is used instead of 1-n-propyl-2-methylindole, there is obtained 3,5,5-tris(6-chloro-2-phenyl-3-indolyl)-2(5H)-furanone (Formula III: R=R2 =H; R1 =R3 =C6H5 ; Y=Y1 =6-Cl).